This data is from the Open Reaction Database (ORD), a public repository of structured organic reaction records. The task is: describe an organic reaction: reactants, conditions, products, and yield The reactants are COCO[C@H]1C[C@H](CCC1)COCC(=O)OC(C)(C)C (tert-butyl (cis-3-methoxymethoxycyclohexylmethoxy)acetate), C(C)(C)[N-]C(C)C.[Li+] (lithium diisopropyl amide), CI (methyl iodide), Cl (HCl), C(=O)=O.CC(=O)C (dry ice acetone). The solvent is O1CCCC1.CCCCCC (tetrahydrofuran hexane), O1CCCC1 (tetrahydrofuran), O1CCCC1 (tetrahydrofuran). Run at temperature -78 celsius, time 90 minute. Yields the product O[C@H]1C[C@H](CCC1)COC(C(=O)OC(C)(C)C)(C)C (tert-butyl 2-(cis-3-hydroxycyclohexylmethoxy)-2-methyl-propionate). Reaction SMILES: COC[O:4][C@@H:5]1[CH2:10][CH2:9][CH2:8][C@H:7]([CH2:11][O:12]CC(OC(C)(C)C)=O)[CH2:6]1.[C:21](=[O:23])=[O:22].[CH3:24][C:25]([CH3:27])=O.C([N-][CH:32]([CH3:34])[CH3:33])(C)C.[Li+].[CH3:36]I.Cl>O1CCCC1.CCCCCC.O1CCCC1>[OH:4][C@@H:5]1[CH2:10][CH2:9][CH2:8][C@H:7]([CH2:11][O:12][C:32]([CH3:33])([CH3:34])[C:21]([O:23][C:25]([CH3:27])([CH3:36])[CH3:24])=[O:22])[CH2:6]1 |f:1.2,3.4,7.8|. Reported procedure: 300 mg of tert-butyl (cis-3-methoxymethoxycyclohexylmethoxy)acetate are dissolved in 5 ml of abs. tetrahydrofuran and cooled to −78° C. (dry ice/acetone bath). 1.5 ml of a 2M lithium diisopropyl amide solution in tetrahydrofuran/hexane are then added dropwise. The solution is initially stirred at −78° C. for 90 min and then warmed to 0° C. (ice bath), 1.41 g of methyl iodide and 1.5 ml of tetrahydrofuran are added and the solution is stirred at 0° C. for 1 h. 1 ml of HCl (conc.) is added, and th... Reactants: C[N+](C)(C)Cc1ccccc1, CC(=O)O, [Cl-], [Cl-], O=I(=O)Cl, O=I(=O)Cl, O=C(O)C1CCc2ccccc2O1, O, [Zn+2]. Yields the product O=C(O)C1CCc2cc(I)ccc2O1. As a reaction SMILES: [CH2:22]([N+:23]([CH3:24])([CH3:25])[CH3:26])[c:27]1[cH:28][cH:29][cH:30][cH:31][cH:32]1.[CH3:33][C:34](=[O:35])[OH:36].[Cl-:38].[Cl-:40].[I:14]([Cl:15])(=[O:16])=[O:17].[I:18]([Cl:19])(=[O:20])=[O:21].[O:1]1[CH:2]([C:11](=[O:12])[OH:13])[CH2:3][CH2:4][c:5]2[cH:6][cH:7][cH:8][cH:9][c:10]21.[OH2:37].[Zn+2:39]>>[O:1]1[CH:2]([C:11](=[O:12])[OH:13])[CH2:3][CH2:4][c:5]2[cH:6][c:7]([I:14])[cH:8][cH:9][c:10]21. Reactants: CN (methylamine), C(#N)C=1C=C(C(=O)Cl)C=CC1 (3-cyanobenzoyl chloride). Run in C1CCOC1 (THF). Reaction conditions: temperature 5 celsius, time 1 hour. Yields the product C(#N)C=1C=C(C(=O)NC)C=CC1 (3-cyano-N-methylbenzamide). Reaction SMILES: [CH3:1][NH2:2].[C:3]([C:5]1[CH:6]=[C:7]([CH:11]=[CH:12][CH:13]=1)[C:8](Cl)=[O:9])#[N:4]>C1COCC1>[C:3]([C:5]1[CH:6]=[C:7]([CH:11]=[CH:12][CH:13]=1)[C:8]([NH:2][CH3:1])=[O:9])#[N:4]. Reported procedure: A mixture of 40% aqueous methylamine solution (20 ml) and THF (30 ml) was cooled to 5° C., and 3-cyanobenzoyl chloride (1.89 g) was slowly added. The mixture was stirred for one hr. The reaction mixture was extracted with ethyl acetate, and the organic layer was dried and concentrated. The residue was recrystallized from ethyl acetate to give the title compound (1.14 g) as colorless needle crystals.